describe an organic reaction: reactants, conditions, products, and yield From a dataset of the Open Reaction Database (ORD), a public repository of structured organic reaction records. Starting materials: ice water, [N+](=O)(O)[O-] (HNO3), C(C)(=O)C1=CC(=C(OCC2(CC2)NC(=O)OCC2=CC=CC=C2)C=C1)OC (1-[(4-acetyl-2-methoxyphenoxy)methyl]-N-benzyloxycarbonyl-1-aminocyclopropane). Run in CC(=O)OC(=O)C (Ac2O), CC(=O)OC(=O)C (Ac2O). Conditions: temperature 0 celsius, time 2 hour. Yields the product C(C)(=O)C1=CC(=C(OCC2(CC2)NC(=O)OCC2=CC=CC=C2)C=C1[N+](=O)[O-])OC (1-[(4-acetyl-2-methoxy-5-nitrophenoxy)methyl]-N-benzyloxycarbonyl-1-aminocyclopropane). Yield: 56.0%. Reaction SMILES: [N+:1]([O-:4])(O)=[O:2].[C:5]([C:8]1[CH:29]=[CH:28][C:11]([O:12][CH2:13][C:14]2([NH:17][C:18]([O:20][CH2:21][C:22]3[CH:27]=[CH:26][CH:25]=[CH:24][CH:23]=3)=[O:19])[CH2:16][CH2:15]2)=[C:10]([O:30][CH3:31])[CH:9]=1)(=[O:7])[CH3:6]>CC(OC(C)=O)=O>[C:5]([C:8]1[C:29]([N+:1]([O-:4])=[O:2])=[CH:28][C:11]([O:12][CH2:13][C:14]2([NH:17][C:18]([O:20][CH2:21][C:22]3[CH:27]=[CH:26][CH:25]=[CH:24][CH:23]=3)=[O:19])[CH2:16][CH2:15]2)=[C:10]([O:30][CH3:31])[CH:9]=1)(=[O:7])[CH3:6]. Procedure details: A solution of HNO3 (65%, 3 mL) in Ac2O (2 mL) at 0° C. was slowly added with a suspension of the compound of Example 1 (1.1 g, 2.9 mmol) in Ac2O (3 mL) After stirring at 0° C. for 2 h, the reaction mixture was poured into 50 mL of ice/water and the precipitate was recovered by filtration. The resulting yellow solid was recrystallized with 95% EtOH (5 mL) to give 1-[(4-acetyl-2-methoxy-5-nitrophenoxy)methyl]-N-benzyloxycarbonyl-1-aminocyclopropane (0.69 g, yield: 56%) as a yellow solid.